Dataset: the Open Reaction Database (ORD), a public repository of structured organic reaction records. Task: describe an organic reaction: reactants, conditions, products, and yield Starting materials: C(C1=CC=CC=C1)OC=1C=NC=C(C1)Br (3-(Benzyloxy)-5-bromopyridine), C1N(C[C@@H]2[C@H]1CNC2)C(=O)OC(C)(C)C ((3aR,6aS)-tert-butyl hexahydropyrrolo[3,4-c]pyrrole-2(1H)-carboxylate). Product: C(C1=CC=CC=C1)OC=1C=C(C=NC1)N1C[C@@H]2[C@H](C1)CN(C2)C(=O)OC(C)(C)C ((3aR,6aS)-tert-butyl 5-(5-(benzyloxy)pyridin-3-yl)hexahydropyrrolo[3,4-c]pyrrole-2(1H)-carboxylate). Reaction SMILES: [CH2:1]([O:8][C:9]1[CH:10]=[N:11][CH:12]=[C:13](Br)[CH:14]=1)[C:2]1[CH:7]=[CH:6][CH:5]=[CH:4][CH:3]=1.[CH2:16]1[C@@H:20]2[CH2:21][NH:22][CH2:23][C@@H:19]2[CH2:18][N:17]1[C:24]([O:26][C:27]([CH3:30])([CH3:29])[CH3:28])=[O:25]>>[CH2:1]([O:8][C:9]1[CH:14]=[C:13]([N:22]2[CH2:21][C@@H:20]3[CH2:16][N:17]([C:24]([O:26][C:27]([CH3:30])([CH3:29])[CH3:28])=[O:25])[CH2:18][C@@H:19]3[CH2:23]2)[CH:12]=[N:11][CH:10]=1)[C:2]1[CH:7]=[CH:6][CH:5]=[CH:4][CH:3]=1. Procedure details: 3-(Benzyloxy)-5-bromopyridine and the product from Example 1C were processed as described in Example 53B to provide the title compound. MS (ESI) m/z 396 (M+H)+. Reactants: C(#N)N=C(CCCC)OCC (ethyl N-cyanovalerimidate), C(#N)C1=CC2=C(OC([C@H]([C@@H]2N)O)(C)C)C=C1 (6-cyano-3,4-dihydro-2,2-dimethly-trans-4-amino-2H-benzo[b]pyran-3-ol). The solvent is C(C)(=O)OCC (ethyl acetate). Conditions: time 2 hour. Yields the product C(#N)C1=CC2=C(OC([C@H]([C@@H]2NC(CCCC)=NC#N)O)(C)C)C=C1 (6-cyano-3,4-dihydro-2,2-dimethyl-trans-4-[(N-cyano-valerimidoyl)amino]-2H-benzo[b]pyran-3-ol). RXN SMILES: [C:1]([N:3]=[C:4](OCC)[CH2:5][CH2:6][CH2:7][CH3:8])#[N:2].[C:12]([C:14]1[CH:27]=[CH:26][C:17]2[O:18][C:19]([CH3:25])([CH3:24])[C@@H:20]([OH:23])[C@H:21]([NH2:22])[C:16]=2[CH:15]=1)#[N:13]>C(OCC)(=O)C>[C:12]([C:14]1[CH:27]=[CH:26][C:17]2[O:18][C:19]([CH3:25])([CH3:24])[C@@H:20]([OH:23])[C@H:21]([NH:22][C:4](=[N:3][C:1]#[N:2])[CH2:5][CH2:6][CH2:7][CH3:8])[C:16]=2[CH:15]=1)#[N:13]. Procedure: To 3.35 g of ethyl N-cyanovalerimidate, 4.37 g of 6-cyano-3,4-dihydro-2,2-dimethly-trans-4-amino-2H-benzo[b]pyran-3-ol was added, and the mixture was reacted under stirring at a temperature of from 100° to 120° C. for 2 hours. The reaction mixture was cooled, then dissolved in 100 ml of ethyl acetate, washed twice with a saturated sodium chloride aqueous solution and then dried over anhydrous sodium sulfate. Then, ethyl acetate was distilled off under reduced pressure. The residual oily substanc... Reactants: N1C=CC=2C(=CC=CC12)C=O (1H-indole-4-carbaldehyde), N(=C=O)CCCC (1-isocyanatobutane). The reagents and catalysts are CN(C1=CC=NC=C1)C (4-dimethylaminopyridine). The solvent is C(C)#N (acetonitrile). Product: C(CCC)NC(=O)N1C=CC2=C(C=CC=C12)C=O (4-Formyl-indole-1-carboxylic acid butylamide). As a reaction SMILES: [NH:1]1[C:9]2[CH:8]=[CH:7][CH:6]=[C:5]([CH:10]=[O:11])[C:4]=2[CH:3]=[CH:2]1.[N:12]([CH2:15][CH2:16][CH2:17][CH3:18])=[C:13]=[O:14]>C(#N)C.CN(C)C1C=CN=CC=1>[CH2:15]([NH:12][C:13]([N:1]1[C:9]2[C:4](=[C:5]([CH:10]=[O:11])[CH:6]=[CH:7][CH:8]=2)[CH:3]=[CH:2]1)=[O:14])[CH2:16][CH2:17][CH3:18]. Procedure: To 1H-Indole-4-carbaldehyde (518, 1.57 g, 10.8 mmol) in acetonitrile (20 mL) was added 1-isocyanatobutane (1.81 mL, 16.2 mmol), followed by 4-dimethylaminopyridine (130 mg, 1.1 mmol). The reaction was refluxed for 48 hours. The reaction solution was quenched with 1 M HCl (aq.) and extracted with ethyl acetate. The organic layer was washed with sodium bicarbonate and brine, dried over anhydrous magnesium sulfate, filtrated and concentrated to give a light yellow solid (519, 2.62 g, 45%). MS (ESI)... The reactants are C(C(=C)C)(=O)OCCN(C)C (Dimethylaminoethyl methacrylate), ClCC1=CC=C(C(=O)C2=CC=CC=C2)C=C1 (4-chloromethylbenzophenone). Solvent: CC(=O)C (acetone). Yields the product [Cl-].C(C1=CC=CC=C1)(=O)C1=CC=C(C=C1)C[N+](CCOC(C(=C)C)=O)(C)C (4-Benzoyl-N,N-dimethyl-N-(2-(2-methyl-1-oxo-2-propenyloxy)ethyl)benzenemethanaminium chloride). RXN SMILES: [C:1]([O:6][CH2:7][CH2:8][N:9]([CH3:11])[CH3:10])(=[O:5])[C:2]([CH3:4])=[CH2:3].[Cl:12][CH2:13][C:14]1[CH:27]=[CH:26][C:17]([C:18]([C:20]2[CH:25]=[CH:24][CH:23]=[CH:22][CH:21]=2)=[O:19])=[CH:16][CH:15]=1>CC(C)=O>[Cl-:12].[C:18]([C:17]1[CH:26]=[CH:27][C:14]([CH2:13][N+:9]([CH3:11])([CH3:10])[CH2:8][CH2:7][O:6][C:1](=[O:5])[C:2]([CH3:4])=[CH2:3])=[CH:15][CH:16]=1)(=[O:19])[C:20]1[CH:25]=[CH:24][CH:23]=[CH:22][CH:21]=1 |f:3.4|. Procedure: Dimethylaminoethyl methacrylate (10.13 mls) was added to a stirred solution of 4-chloromethylbenzophenone (11.52g) in acetone (50 mls) at 48° C. and the mixture was stirred for fifteen hours at 48°±2° C. The stirred mixture was cooled in an ice bath for two hours prior to filtration, washing with acetone (X2) and drying under vacuo at room temperature. The crude title compound was obtained as a white crystalline solid (16.82g; m.p. 163°-166° C.) which was recrystallised from a mixture of acetone...